This data is from the Open Reaction Database (ORD), a public repository of structured organic reaction records. The task is: describe an organic reaction: reactants, conditions, products, and yield Starting materials: O=C([O-])O, ClCCl, ClCCl, N, [Na+], O=C(O)Cc1ccc2c(c1)CCc1cccnc1O2. The product is NC(=O)Cc1ccc2c(c1)CCc1cccnc1O2. As a reaction SMILES: [C:24](=[O:25])([O-:26])[OH:27].[Cl:20][CH2:21][Cl:22].[Cl:29][CH2:30][Cl:31].[NH3:23].[Na+:28].[n:1]1[cH:2][cH:3][cH:4][c:5]2[c:11]1[O:10][c:9]1[c:8]([cH:15][c:14]([CH2:16][C:17](=[O:18])[OH:19])[cH:13][cH:12]1)[CH2:7][CH2:6]2>>[n:1]1[cH:2][cH:3][cH:4][c:5]2[c:11]1[O:10][c:9]1[c:8]([cH:15][c:14]([CH2:16][C:17](=[O:19])[NH2:23])[cH:13][cH:12]1)[CH2:7][CH2:6]2.